From a dataset of the Open Reaction Database (ORD), a public repository of structured organic reaction records. describe an organic reaction: reactants, conditions, products, and yield Reactants: C(C)(C)(C)[Si](O[C@@H]1CC[C@H](CC1)NC1=CC=C(C=C1)SC(F)(F)F)(C)C ([trans-4-(tert-butyl-dimethyl-silyloxy)-cyclohexyl]-(4-trifluoromethylsulfanyl-phenyl)-amine), [F-].C(CCC)[N+](CCCC)(CCCC)CCCC (tetrabutylammonium fluoride). Solvent: C(C)OCC (diethylether), O1CCCC1 (tetrahydrofuran). Conditions: temperature 40 celsius. Product: FC(F)(F)SC1=CC=C(C=C1)N[C@@H]1CC[C@H](CC1)O (trans-4-(4-trifluoromethylsulfanyl-phenylamino)-cyclohexanol), [F-].C(CCC)[N+](CCCC)(CCCC)CCCC (tetrabutylammonium fluoride). RXN SMILES: C([Si](C)(C)[O:6][C@H:7]1[CH2:12][CH2:11][C@H:10]([NH:13][C:14]2[CH:19]=[CH:18][C:17]([S:20][C:21]([F:24])([F:23])[F:22])=[CH:16][CH:15]=2)[CH2:9][CH2:8]1)(C)(C)C.[F-:27].[CH2:28]([N+:32]([CH2:41][CH2:42][CH2:43][CH3:44])([CH2:37][CH2:38][CH2:39][CH3:40])[CH2:33][CH2:34][CH2:35][CH3:36])[CH2:29][CH2:30][CH3:31]>O1CCCC1.C(OCC)C>[F:22][C:21]([S:20][C:17]1[CH:16]=[CH:15][C:14]([NH:13][C@H:10]2[CH2:11][CH2:12][C@H:7]([OH:6])[CH2:8][CH2:9]2)=[CH:19][CH:18]=1)([F:24])[F:23].[F-:27].[CH2:41]([N+:32]([CH2:28][CH2:29][CH2:30][CH3:31])([CH2:33][CH2:34][CH2:35][CH3:36])[CH2:37][CH2:38][CH2:39][CH3:40])[CH2:42][CH2:43][CH3:44] |f:1.2,6.7|. Procedure details: [Trans-4-(tert-butyl-dimethyl-silyloxy)-cyclohexyl]-(4-trifluoromethylsulfanyl-phenyl)-amine (180 mg, 0.44 mmol, prepared in accordance with Example 28) was dissolved in tetrahydrofuran (3 mL). A molar solution of tetrabutylammonium fluoride (500 μL, 5 mmol) was then added. The resulting mixture was heated to 40° C. and then maintained at that temperature for 4 hr. After cooling to room temperature, the mixture was diluted with diethylether (20 mL), washed with water (10 mL), and washed with sat... Isolated yield 75.4%. Run at temperature 65 celsius, time 1 hour. Product: COC1=CC=C(C2=CC=C(C=C12)OC)C(=O)O (4,6-dimethoxy-1-naphthalenecarboxylic acid). Procedure: A stream of chlorine gas was passed through cooled solution of NaOH (17.28 g, 0.432 mole) in water (24 ml) containing 100 g of ice until 12.7 g (0.18 mole) of chlorine was absorbed into the solution. Solid (4,6-dimethoxy-1-naphthalenyl)ethanone [9.2 g, 0.04 mole, described by N. P. Buu-Hoi, J. Org. Chem., 21, 1257 (1956)], was added at 20°-22° C. to the chlorine solution. The mixture was stirred at 65° C. for one hr, cooled in an ice bath and treated with NaHSO3 (5 g) in water (20 ml). The mixtu... The reactants are [OH-].[Na+] (NaOH), Cl (HCl), ClCl (chlorine), COC1=CC=C(C2=CC=C(C=C12)OC)C(C)=O ((4,6-dimethoxy-1-naphthalenyl)ethanone), ClCl (chlorine), OS(=O)[O-].[Na+] (NaHSO3), ice, ClCl (chlorine). As a reaction SMILES: ClCl.[OH-].[Na+].[CH3:5][O:6][C:7]1[C:16]2[C:11](=[CH:12][CH:13]=[C:14]([O:17][CH3:18])[CH:15]=2)[C:10]([C:19](=[O:21])C)=[CH:9][CH:8]=1.[OH:22]S([O-])=O.[Na+].Cl>O>[CH3:5][O:6][C:7]1[C:16]2[C:11](=[CH:12][CH:13]=[C:14]([O:17][CH3:18])[CH:15]=2)[C:10]([C:19]([OH:21])=[O:22])=[CH:9][CH:8]=1 |f:1.2,4.5|. Solvent: O (water), O (water). Reactants: (S)-3-methyl-4-chloride-5-phenyl-2(5H)— furanone, C1(=CC=CC=C1)B(O)O (phenylboronic acid), C([O-])([O-])=O.[K+].[K+] (potassium carbonate). Reagents/catalysts: C(C)(=O)[O-].[Pd+2].C(C)(=O)[O-] (palladium acetate), F[B-](F)(F)F.C1(CCCCC1)P(C1=C(C=C(C=C1OC)OC)OC)C1CCCCC1 (dicyclohexyl(2,4,6-trimethoxyphenyl)phosphine tetrafluoroborate). Run in C1(=CC=CC=C1)C (toluene). Product: CC=1C(O[C@H](C1C1=CC=CC=C1)C1=CC=CC=C1)=O ((S)-3-methyl-4,5-diphenyl-2(5H)-furanone). The yield is 160.6%. RXN SMILES: [C:1]1(B(O)O)[CH:6]=[CH:5][CH:4]=[CH:3][CH:2]=1.[C:10](=[O:13])([O-])[O-:11].[K+].[K+]>C1(C)C=CC=CC=1.C([O-])(=O)C.[Pd+2].C([O-])(=O)C.F[B-](F)(F)F.C1(P(C2CCCCC2)C2C(OC)=CC(OC)=CC=2OC)CCCCC1>[CH3:6][C:1]1[C:10](=[O:13])[O:11][C@@H:3]([C:1]2[CH:6]=[CH:5][CH:4]=[CH:3][CH:2]=2)[C:2]=1[C:1]1[CH:6]=[CH:5][CH:4]=[CH:3][CH:2]=1 |f:1.2.3,5.6.7,8.9|. Procedure details: This reaction is carried out in the same manner as the reaction in example 5. The difference is that, the reactans are (S)-3-methyl-4-chloride-5-phenyl-2(5H)— furanone (20.2 mg, 0.097 mmol), phenylboronic acid (19.0 mg, 98%, 0.15 mmol), palladium acetate (1.1 mg, 0.01 mmol), dicyclohexyl(2,4,6-trimethoxyphenyl)phosphine tetrafluoroborate (2.5 mg, 0.0055 mmol), potassium carbonate (62.3 mg, 0.45 mmol) are reacted in 2 mL of anhydrous toluene at 110° C. for 6 minutes and 20.1 mg (S)-3-methyl-4,5-d... The reactants are C(C)OC(C)OCC#C (1-(1-ethoxyethoxy)-2-propyne), C(CCC)[Li] (n-butyllithium), COC1=CC=C(C=O)C=C1 (4-methoxybenzaldehyde), [Cl-].[NH4+] (ammonium chloride). Run in O1CCCC1 (tetrahydrofuran), O1CCCC1 (tetrahydrofuran). Run at time 30 minute. The product is C(C)OC(C)OCC#CC(O)C1=CC=C(C=C1)OC (4-(1-ethoxyethoxy)-1-(4-methoxyphenyl)-2-butyn-1-ol). RXN SMILES: [CH2:1]([O:3][CH:4]([O:6][CH2:7][C:8]#[CH:9])[CH3:5])[CH3:2].C([Li])CCC.[CH3:15][O:16][C:17]1[CH:24]=[CH:23][C:20]([CH:21]=[O:22])=[CH:19][CH:18]=1.[Cl-].[NH4+]>O1CCCC1>[CH2:1]([O:3][CH:4]([O:6][CH2:7][C:8]#[C:9][CH:21]([C:20]1[CH:23]=[CH:24][C:17]([O:16][CH3:15])=[CH:18][CH:19]=1)[OH:22])[CH3:5])[CH3:2] |f:3.4|. Procedure: A solution of 6 g (47 mmol) of 1-(1-ethoxyethoxy)-2-propyne in 100 ml of tetrahydrofuran was treated at -78° under argon with 29.2 ml of n-butyllithium (1.6M in hexane). The mixture was stirred at -40° for 30 minutes and then a solution of 5.7 ml (47 mmol) of 4-methoxybenzaldehyde in 41 ml of tetrahydrofuran was added within 10 minutes. The reaction mixture was warmed to 0°, stirred at 0° for a further 1 hour and then treated with 80 ml of saturated ammonium chloride solution. The aqueous phase ... Reactants: C(C1=CC=CC=C1)OC(NC1=C(C=C(C=C1)F)F)=O ((2,4-difluoro-phenyl)-carbamic acid benzyl ester), CN(C=O)C (dimethylformamide), C(C)(C)NC(C)C (diisopropylamine), C(CCC)[Li] (n-butyllithium), Cl (hydrochloric acid). Run in O (water), O1CCCC1 (tetrahydrofuran), O1CCCC1 (tetrahydrofuran). Conditions: temperature -78 celsius, time 1 hour. The product is C(C1=CC=CC=C1)OC(NC1=C(C(=C(C=C1)F)C=O)F)=O ((2,4-difluoro-3-formyl-phenyl)-carbamic acid benzyl ester). Isolated yield 93.5%. Reaction SMILES: C(NC(C)C)(C)C.C([Li])CCC.[CH2:13]([O:20][C:21](=[O:31])[NH:22][C:23]1[CH:28]=[CH:27][C:26]([F:29])=[CH:25][C:24]=1[F:30])[C:14]1[CH:19]=[CH:18][CH:17]=[CH:16][CH:15]=1.CN(C)[CH:34]=[O:35].Cl>O1CCCC1.O>[CH2:13]([O:20][C:21](=[O:31])[NH:22][C:23]1[CH:28]=[CH:27][C:26]([F:29])=[C:25]([CH:34]=[O:35])[C:24]=1[F:30])[C:14]1[CH:15]=[CH:16][CH:17]=[CH:18][CH:19]=1. Procedure: Into a round bottom flask under nitrogen, diisopropylamine (17.68 g, 174.7 mmol) and 100 mL of anhydrous tetrahydrofuran were added under nitrogen. The solution was cooled to −78° C. and n-butyllithium (1.60 M in hexane, 109.2 mL, 174.7 mmol) was added dropwise, maintaining the temperature at <−70° C., and the reaction was stirred at −78° C. for 1 hour. (2,4-difluoro-phenyl)-carbamic acid benzyl ester (24, 20.00 g, 76.0 mmol) in 100 mL of anhydrous tetrahydrofuran was added dropwise, maintaining... Starting materials: C(C)(C)(C)OC(=O)N([C@@H]1CN(CC1)C(=O)OCC1=CC=CC=C1)CCF ((S)-benzyl 3-(tert-butoxycarbonyl(2-fluoroethyl)amino)pyrrolidine-1-carboxylate). The reagents and catalysts are [Pd] (Pd/C). Run in CO (methanol), C(C)O (ethanol). Conditions: time 2 hour. Product: FCCN(C(OC(C)(C)C)=O)[C@@H]1CNCC1 ((S)-tert-butyl 2-fluoroethyl(pyrrolidin-3-yl)carbamate). Reaction SMILES: [C:1]([O:5][C:6]([N:8]([CH2:24][CH2:25][F:26])[C@H:9]1[CH2:13][CH2:12][N:11](C(OCC2C=CC=CC=2)=O)[CH2:10]1)=[O:7])([CH3:4])([CH3:3])[CH3:2]>C(O)C.CO.[Pd]>[F:26][CH2:25][CH2:24][N:8]([C@H:9]1[CH2:13][CH2:12][NH:11][CH2:10]1)[C:6](=[O:7])[O:5][C:1]([CH3:4])([CH3:2])[CH3:3]. Procedure: To a suspension of 5% Pd/C (1.4 g, 2.2 mmol) in ethanol (12 mL) was added slowly a solution of (S)-benzyl 3-(tert-butoxycarbonyl(2-fluoroethyl)amino)pyrrolidine-1-carboxylate (2.44 g, 21.6 mmol) in methanol (5 mL). The mixture was evacuated and backfilled with nitrogen and then evacuated and backfilled with hydrogen, then stirred under a hydrogen atmosphere for 2 hours. The suspension was filtered through a pad of Celite and washed with a methanol (50 ml). The filtrate was concentrated under red...